From a dataset of the Open Reaction Database (ORD), a public repository of structured organic reaction records. describe an organic reaction: reactants, conditions, products, and yield Starting materials: CC(C)(C)c1nc(C2CCC2)cc(N2CCN(CCCCN)CC2)n1, CCN=C=NCCCN(C)C, CCN(C(C)C)C(C)C, ClCCl, Cl, O=C(O)c1ccccc1F, Oc1cccc2[nH]nnc12. The product is CC(C)(C)c1nc(C2CCC2)cc(N2CCN(CCCCNC(=O)c3ccccc3F)CC2)n1. As a reaction SMILES: [C:11]([CH3:12])([CH3:13])([CH3:14])[c:15]1[n:16][c:17]([CH:32]2[CH2:33][CH2:34][CH2:35]2)[cH:18][c:19]([N:21]2[CH2:22][CH2:23][N:24]([CH2:27][CH2:28][CH2:29][CH2:30][NH2:31])[CH2:25][CH2:26]2)[n:20]1.[CH2:56]([N:57]=[C:58]=[N:59][CH2:60][CH2:61][CH2:62][N:63]([CH3:64])[CH3:65])[CH3:66].[CH:36]([N:37]([CH:38]([CH3:39])[CH3:40])[CH2:41][CH3:42])([CH3:43])[CH3:44].[Cl:67][CH2:68][Cl:69].[ClH:55].[F:1][c:2]1[c:3]([C:4](=[O:5])[OH:6])[cH:7][cH:8][cH:9][cH:10]1.[OH:45][c:46]1[c:47]2[n:48][n:49][nH:50][c:51]2[cH:52][cH:53][cH:54]1>>[F:1][c:2]1[c:3]([C:4](=[O:6])[NH:31][CH2:30][CH2:29][CH2:28][CH2:27][N:24]2[CH2:23][CH2:22][N:21]([c:19]3[cH:18][c:17]([CH:32]4[CH2:33][CH2:34][CH2:35]4)[n:16][c:15]([C:11]([CH3:12])([CH3:13])[CH3:14])[n:20]3)[CH2:26][CH2:25]2)[cH:7][cH:8][cH:9][cH:10]1. The reactants are C(C)(=O)C1=CC2=C(S(CCC=3C2=NN(C(C3)=O)C3=CC=C(C=C3)Cl)(=O)=O)S1 (9-acetyl-2-(4-chlorophenyl)-5,6-dihydrothieno[2',3':2,3]thiepino[4,5-c]pyridazin-3(2H)-one 7,7-dioxide), CO (methanol), C(Cl)(Cl)Cl (chloroform), [BH4-].[Na+] (sodium borohydride). Solvent: O (water). Reaction conditions: time 30 minute. Product: ClC1=CC=C(C=C1)N1N=C2C(=CC1=O)CCS(C1=C2C=C(S1)C(C)O)(=O)=O (2-(4-chlorophenyl)-9-(1-hydroxyethyl)-5,6-dihydrothieno[2',3':2,3]thiepino[4,5-c]pyridazin-3(2H)-one 7,7-dioxide). Yield: 49.8%. RXN SMILES: [C:1]([C:4]1[S:27][C:7]2[S:8](=[O:26])(=[O:25])[CH2:9][CH2:10][C:11]3[C:12](=[N:13][N:14]([C:18]4[CH:23]=[CH:22][C:21]([Cl:24])=[CH:20][CH:19]=4)[C:15](=[O:17])[CH:16]=3)[C:6]=2[CH:5]=1)(=[O:3])[CH3:2].CO.C(Cl)(Cl)Cl.[BH4-].[Na+]>O>[Cl:24][C:21]1[CH:22]=[CH:23][C:18]([N:14]2[C:15](=[O:17])[CH:16]=[C:11]3[CH2:10][CH2:9][S:8](=[O:26])(=[O:25])[C:7]4[S:27][C:4]([CH:1]([OH:3])[CH3:2])=[CH:5][C:6]=4[C:12]3=[N:13]2)=[CH:19][CH:20]=1 |f:3.4|. Procedure: To a solution of 0.5 g of 9-acetyl-2-(4-chlorophenyl)-5,6-dihydrothieno[2',3':2,3]thiepino[4,5-c]pyridazin-3(2H)-one 7,7-dioxide obtained in Example 48 in a mixed solvent of 40 ml of methanol and 30 ml of chloroform is added 0.1 g of sodium borohydride under ice-cooling and the mixture is stirred for 30 minutes at room temperature. After the completion of reaction, to the mixture is added water and the solution is extracted with chloroform. The extract is washed with water, dried and concentrate... Reactants: OCC1CNCC1 (3-hydroxymethyl-pyrrolidine), COC=1C=C(C=CC1OC)CCBr (2-(3,4-dimethoxy-phenyl)-ethylbromide). Run in C(C)N(CC)CC (triethylamine), C(Cl)Cl (methylene chloride), [OH-].[Na+] (sodium hydroxide). Product: COC=1C=C(C=CC1OC)CCN1CC(CC1)CO (N-[2-(3,4-Dimethoxy-phenyl)-ethyl]-3-hydroxymethylpyrrolidine). RXN SMILES: [OH:1][CH2:2][CH:3]1[CH2:7][CH2:6][NH:5][CH2:4]1.[CH3:8][O:9][C:10]1[CH:11]=[C:12]([CH2:18][CH2:19]Br)[CH:13]=[CH:14][C:15]=1[O:16][CH3:17]>C(N(CC)CC)C.C(Cl)Cl.[OH-].[Na+]>[CH3:8][O:9][C:10]1[CH:11]=[C:12]([CH2:18][CH2:19][N:5]2[CH2:6][CH2:7][CH:3]([CH2:2][OH:1])[CH2:4]2)[CH:13]=[CH:14][C:15]=1[O:16][CH3:17] |f:4.5|. Reported procedure: 3 g (0.03 mol) of 3-hydroxymethyl-pyrrolidine and 7.5 g of 2-(3,4-dimethoxy-phenyl)-ethylbromide are heated in 20 ml of triethylamine for 7 hours at 100° C. The excess triethylamine is then distilled off in vacuo and the residue obtained is dissolved in methylene chloride and 6 molar sodium hydroxide solution. The organic phase is separated off, dried over magnesium sulphate and concentrated by evaporation in vacuo. The residue obtained is then purified over 400 g of alumium oxide (neutral, acti... Starting materials: CC1=C(N(C2=CC=C(C=C12)O)CCC)C1=CC=C(C=C1)[N+](=O)[O-] (3-methyl-2-(4-nitro-phenyl)-1-propyl-1H-indole-5-ol), C(C)OC(C(C)(C)Br)=O (2-bromo-2-methyl-propanoic acid ethylester). The product is C(C)OC(C(C)(OC=1C=C2C(=C(N(C2=CC1)CCC)C1=CC=C(C=C1)[N+](=O)[O-])C)C)=O (2-Methyl-2-[3-methyl-2-(4-nitro-phenyl)-1-propyl-1H-indole-5-yloxy]propanoic acid ethylester). As a reaction SMILES: [CH3:1][C:2]1[C:10]2[C:5](=[CH:6][CH:7]=[C:8]([OH:11])[CH:9]=2)[N:4]([CH2:12][CH2:13][CH3:14])[C:3]=1[C:15]1[CH:20]=[CH:19][C:18]([N+:21]([O-:23])=[O:22])=[CH:17][CH:16]=1.[CH2:24]([O:26][C:27](=[O:32])[C:28](Br)([CH3:30])[CH3:29])[CH3:25]>>[CH2:24]([O:26][C:27](=[O:32])[C:28]([CH3:30])([O:11][C:8]1[CH:9]=[C:10]2[C:5](=[CH:6][CH:7]=1)[N:4]([CH2:12][CH2:13][CH3:14])[C:3]([C:15]1[CH:16]=[CH:17][C:18]([N+:21]([O-:23])=[O:22])=[CH:19][CH:20]=1)=[C:2]2[CH3:1])[CH3:29])[CH3:25]. Reported procedure: The above compound was prepared from 3-methyl-2-(4-nitro-phenyl)-1-propyl-1H-indole-5-ol and 2-bromo-2-methyl-propanoic acid ethylester using a procedure analogous to that of Example 10. Starting materials: C(C)NC=1C=C(C=CC1)C1=CC=C(C=C1)C=O (3′-ethylaminobiphenyl-4-carbaldehyde), S1C(NC(C1)=O)=O (2,4-thiazolidine dione). The product is C(C)NC=1C=C(C=CC1)C1=CC=C(C=C1)C=C1C(NC(S1)=O)=O (5-(3′-Ethylaminobiphenyl-4-ylmethylene)-thiazolidine-2,4-dione). Isolated yield 77.1%. As a reaction SMILES: [CH2:1]([NH:3][C:4]1[CH:5]=[C:6]([C:10]2[CH:15]=[CH:14][C:13]([CH:16]=O)=[CH:12][CH:11]=2)[CH:7]=[CH:8][CH:9]=1)[CH3:2].[S:18]1[CH2:22][C:21](=[O:23])[NH:20][C:19]1=[O:24]>>[CH2:1]([NH:3][C:4]1[CH:5]=[C:6]([C:10]2[CH:11]=[CH:12][C:13]([CH:16]=[C:22]3[S:18][C:19](=[O:24])[NH:20][C:21]3=[O:23])=[CH:14][CH:15]=2)[CH:7]=[CH:8][CH:9]=1)[CH3:2]. Procedure: In a manner similar to that of Example 1(f), by reacting 900 mg (4 mmol) of 3′-ethylaminobiphenyl-4-carbaldehyde with 470 mg (4 mmol) of 2,4-thiazolidine dione, 1 g (77%) of the expected product are obtained in the form of an orange solid. Starting materials: ClC1=CC=2[C@]3(C4=CC=CC=C4[C@@H](C2C=C1)C3)C(=O)N3CCC(CC3)CC=3C(=NC=CC3)OC (1-((9S,10S)-2-chloro-9,10-dihydro-9,10-methanoanthracen-9-ylcarbonyl)-4-(2-methoxy-3-pyridylmethyl)piperidine), B(F)(F)F.CCOCC (boron trifluoride etherate), O1CCCC1.B (borane- tetrahydrofuran), CCCCCC (hexane). Run in CO (methanol), C(C)OCC (diethyl ether), CO (methanol), Cl (hydrochloric acid). Product: hydrochloride salt, ClC1=CC=2[C@]3(C4=CC=CC=C4[C@@H](C2C=C1)C3)CN3CCC(CC3)CC=3C(=NC=CC3)O (1-((9S,10S)-2-Chloro-9,10-dihydro-9,10-methanoanthracen-9-ylmethyl)-4-(2-hydroxy-3-pyridylmethyl)piperidine). Reaction SMILES: [Cl:1][C:2]1[CH:15]=[CH:14][C:13]2[C@H:12]3[CH2:16][C@:5]([C:17]([N:19]4[CH2:24][CH2:23][CH:22]([CH2:25][C:26]5[C:27]([O:32]C)=[N:28][CH:29]=[CH:30][CH:31]=5)[CH2:21][CH2:20]4)=O)([C:6]4[C:11]3=[CH:10][CH:9]=[CH:8][CH:7]=4)[C:4]=2[CH:3]=1.B(F)(F)F.CCOCC.O1CCCC1.B.CCCCCC>Cl.CO.C(OCC)C>[Cl:1][C:2]1[CH:15]=[CH:14][C:13]2[C@H:12]3[CH2:16][C@:5]([CH2:17][N:19]4[CH2:24][CH2:23][CH:22]([CH2:25][C:26]5[C:27]([OH:32])=[N:28][CH:29]=[CH:30][CH:31]=5)[CH2:21][CH2:20]4)([C:6]4[C:11]3=[CH:10][CH:9]=[CH:8][CH:7]=4)[C:4]=2[CH:3]=1 |f:1.2,3.4|. Reported procedure: A solution of 1-((9S,10S)-2-chloro-9,10-dihydro-9,10-methanoanthracen-9-ylcarbonyl)-4-(2-methoxy-3-pyridylmethyl)piperidine (1.80 g. 3.92 mmol) in tetrahydroruran (50 mL) was treated with boron trifluoride etherate (612 mg, 4.31 mmol) and borane- tetrahydrofuran (14.9 mL of a 1.OH solution, 14.9 mmol). The resulting solution was heated to reflux for 3 h. The mixture was then concentrated on a rotary evaporator to give a colorless residue. The residue was dissolved in concentrated hydrochloric ac...